Task: describe an organic reaction: reactants, conditions, products, and yield. Dataset: the Open Reaction Database (ORD), a public repository of structured organic reaction records Starting materials: Cl.ClC=1C=C(N)C=CC1 (3-chloro-aniline hydrochloride), [N+](=O)([O-])C=1C=C(C=CC1)C1=NNC(=C1C#N)N=CN(C)C (N'-[3-(3-nitro-phenyl)-4-cyano-1H-pyrazol-5-yl]-N,N-dimethylformamidine). The solvent is CO (methanol). The product is ClC=1C=C(C=CC1)NC1=C2C(=NC=N1)NN=C2C2=CC(=CC=C2)[N+](=O)[O-] (4-(3-chloro-phenylamino)-3-(3-nitro-phenyl)-1H-pyrazolo[3,4-d]pyrimidine). Reaction SMILES: Cl.[Cl:2][C:3]1[CH:4]=[C:5]([CH:7]=[CH:8][CH:9]=1)[NH2:6].[N+:10]([C:13]1[CH:14]=[C:15]([C:19]2[C:23](C#N)=[C:22]([N:26]=[CH:27][N:28]([CH3:30])C)[NH:21][N:20]=2)[CH:16]=[CH:17][CH:18]=1)([O-:12])=[O:11]>CO>[Cl:2][C:3]1[CH:4]=[C:5]([NH:6][C:30]2[N:28]=[CH:27][N:26]=[C:22]3[NH:21][N:20]=[C:19]([C:15]4[CH:16]=[CH:17][CH:18]=[C:13]([N+:10]([O-:12])=[O:11])[CH:14]=4)[C:23]=23)[CH:7]=[CH:8][CH:9]=1 |f:0.1|. Reported procedure: With the exclusion of air, 172.2 mg (1.05 mmol) of 3-chloro-aniline hydrochloride (see Step 14.4) are added to 199 mg (0.70 mmol) of N'-[3-(3-nitro-phenyl)-4-cyano-1H-pyrazol-5-yl]-N,N-dimethylformamidine in 2 ml of methanol and the reaction mixture is boiled under reflux for 19 hours. Cooling, filtering and washing with isopropanol and hexane yield 4-(3-chloro-phenylamino)-3-(3-nitro-phenyl)-1H-pyrazolo[3,4-d]pyrimidine; TLC: Rt=0.55 (methylene chloride:methanol=10:1); HPLC: TRet (Grad20-100)=1... As a reaction SMILES: C([NH:4][C:5]1[CH:13]=[CH:12][C:8]([C:9]([OH:11])=[O:10])=[C:7]([CH3:14])[CH:6]=1)(=O)C.[N+:15]([O-])([OH:17])=[O:16]>S(=O)(=O)(O)O.O>[NH2:4][C:5]1[CH:13]=[CH:12][C:8]([C:9]([OH:11])=[O:10])=[C:7]([CH3:14])[C:6]=1[N+:15]([O-:17])=[O:16]. Yields the product NC1=C(C(=C(C(=O)O)C=C1)C)[N+](=O)[O-] (4-amino-2-methyl-3-nitrobenzoic acid). Reactants: C(C)(=O)NC1=CC(=C(C(=O)O)C=C1)C (4-(Acetylamino)-2-methylbenzoic acid), [N+](=O)(O)[O-] (nitric acid), resultant solution. Procedure: 4-(Acetylamino)-2-methylbenzoic acid (3.93 g, 20.3 mmol) was taken up in concentrated sulfuric acid (20 mL) and warmed to solubilize. The solution was then cooled with an ice bath. Fuming nitric acid (0.86 mL) in sulfuric acid (2.0 mL) was added dropwise and the resultant solution was stirred one hour. The solution was then diluted with water and a yellow solid was collected by filtration and discarded. Upon standing, an orange solid formed in the filtrate, which was collected by filtration to g... Run in S(O)(O)(=O)=O (sulfuric acid), S(O)(O)(=O)=O (sulfuric acid), O (water). The reactants are [BH4-].[Na+] (Sodium borohydride), ClC1=C(C(=O)NC2=CC=C(C3=C2OC(=C3C(=O)OCC)C)CO)C(=CC=C1)Cl (7-(2,6-dichlorobenzoylamino)-3-(1-ethoxycarbonyl)hydroxymethyl-2-methylbenzo[b]furan), CO (methanol), O (water). Reaction conditions: time 3 hour. Yields the product ClC1=C(C(=O)NC2=CC=CC3=C2OC(=C3C(CO)O)C)C(=CC=C1)Cl (7-(2,6-dichlorobenzoylamino)-3-(1,2-dihydroxyethyl)-2-methylbenzo[b]furan). Reaction SMILES: [BH4-].[Na+].[Cl:3][C:4]1[CH:29]=[CH:28][CH:27]=[C:26]([Cl:30])[C:5]=1[C:6]([NH:8][C:9]1[C:14]2[O:15][C:16]([CH3:23])=[C:17]([C:18](OCC)=[O:19])[C:13]=2[C:12](CO)=[CH:11][CH:10]=1)=[O:7].[OH2:31].[CH3:32]O>>[Cl:3][C:4]1[CH:29]=[CH:28][CH:27]=[C:26]([Cl:30])[C:5]=1[C:6]([NH:8][C:9]1[C:14]2[O:15][C:16]([CH3:23])=[C:17]([CH:18]([OH:19])[CH2:32][OH:31])[C:13]=2[CH:12]=[CH:11][CH:10]=1)=[O:7] |f:0.1|. Reported procedure: Sodium borohydride (7 mg) was added to a solution of 7-(2,6-dichlorobenzoylamino)-3-(1-ethoxycarbonyl)hydroxymethyl-2-methylbenzo[b]furan (76 mg) in methanol (3 ml) at 4° C. The mixture was stirred at ambient temperature for 3 hours and poured into cold water. The separated oil was extracted with ethyl acetate and the extract was washed with brine, dried over sodium sulfate and concentrated in vacuo. The residue was purified by colum chromatography on silica gel and the obtained oil was crystall... Starting materials: CCc1cc(-c2cncc(C(=O)O)c2)c(C)[nH]c1=O, COc1cccc(N)c1. The product is CCc1cc(-c2cncc(C(=O)Nc3cccc(OC)c3)c2)c(C)[nH]c1=O. Reaction SMILES: [CH2:1]([CH3:2])[c:3]1[cH:4][c:5](-[c:11]2[cH:12][n:13][cH:14][c:15]([C:17](=[O:18])[OH:19])[cH:16]2)[c:6]([CH3:10])[nH:7][c:8]1=[O:9].[CH3:20][O:21][c:22]1[cH:23][c:24]([NH2:25])[cH:26][cH:27][cH:28]1>>[CH2:1]([CH3:2])[c:3]1[cH:4][c:5](-[c:11]2[cH:12][n:13][cH:14][c:15]([C:17](=[O:19])[NH:25][c:24]3[cH:23][c:22]([O:21][CH3:20])[cH:28][cH:27][cH:26]3)[cH:16]2)[c:6]([CH3:10])[nH:7][c:8]1=[O:9]. The product is CCOC(=O)C1(SC)CC2(C)C(C)CC1N(C)C2C. RXN SMILES: [CH2:32]1[O:33][CH2:34][CH2:35][CH2:36]1.[CH3:19][CH:20]([N-:21][CH:22]([CH3:23])[CH3:24])[CH3:25].[CH3:1][N:2]1[CH:3]2[CH:4]([C:13](=[O:14])[O:15][CH2:16][CH3:17])[CH2:5][C:6]([CH3:12])([CH:7]1[CH3:8])[CH:9]([CH3:11])[CH2:10]2.[CH3:26][S:27][S:28][CH3:29].[Cl-:30].[Li+:18].[NH4+:31]>>[CH3:1][N:2]1[CH:3]2[C:4]([C:13](=[O:14])[O:15][CH2:16][CH3:17])([S:27][CH3:26])[CH2:5][C:6]([CH3:12])([CH:7]1[CH3:8])[CH:9]([CH3:11])[CH2:10]2. Starting materials: C1CCOC1, CC(C)[N-]C(C)C, CCOC(=O)C1CC2(C)C(C)CC1N(C)C2C, CSSC, [Cl-], [Li+], [NH4+]. Starting materials: COc1ccc(N=C=S)cc1, CC#N, CN(C)CCN1C(=O)c2cccc3cc4cccc(N)c4c(c23)C1=O. The product is COc1ccc(NC(=S)Nc2cccc3cc4cccc5c4c(c23)C(=O)N(CCN(C)C)C5=O)cc1. RXN SMILES: [CH3:26][O:27][c:28]1[cH:29][cH:30][c:31]([N:34]=[C:35]=[S:36])[cH:32][cH:33]1.[CH3:37][C:38]#[N:39].[NH2:1][c:2]1[cH:3][cH:4][cH:5][c:6]2[cH:7][c:8]3[c:9]4[c:10]([cH:23][cH:24][cH:25]3)[C:11](=[O:22])[N:12]([CH2:17][CH2:18][N:19]([CH3:20])[CH3:21])[C:13](=[O:16])[c:14]4[c:15]12>>[NH:1]([c:2]1[cH:3][cH:4][cH:5][c:6]2[cH:7][c:8]3[c:9]4[c:10]([cH:23][cH:24][cH:25]3)[C:11](=[O:22])[N:12]([CH2:17][CH2:18][N:19]([CH3:20])[CH3:21])[C:13](=[O:16])[c:14]4[c:15]12)[C:35]([NH:34][c:31]1[cH:30][cH:29][c:28]([O:27][CH3:26])[cH:33][cH:32]1)=[S:36]. Reactants: O=C([O-])[O-], CCOC(CBr)OCC, [Cs+], [Cs+], CN(C)C=O, O, CCOC(=O)CC1CCc2cc(O)ccc21. The product is CCOC(=O)CC1CCc2cc(OCC(OCC)OCC)ccc21. RXN SMILES: [C:26](=[O:27])([O-:28])[O-:29].[CH2:17]([CH3:18])[O:19][CH:20]([CH2:21][Br:22])[O:23][CH2:24][CH3:25].[Cs+:30].[Cs+:31].[O:33]=[CH:34][N:35]([CH3:36])[CH3:37].[OH2:32].[OH:1][c:2]1[cH:3][c:4]2[c:8]([cH:9][cH:10]1)[CH:7]([CH2:11][C:12](=[O:13])[O:14][CH2:15][CH3:16])[CH2:6][CH2:5]2>>[O:1]([c:2]1[cH:3][c:4]2[c:8]([cH:9][cH:10]1)[CH:7]([CH2:11][C:12](=[O:13])[O:14][CH2:15][CH3:16])[CH2:6][CH2:5]2)[CH2:21][CH:20]([O:19][CH2:17][CH3:18])[O:23][CH2:24][CH3:25]. The reactants are ClC=1C=C(CN)C=CC1 (3-chlorobenzylamine), C(C)(=O)O[BH-](OC(C)=O)OC(C)=O.[Na+] (sodium(triacetoxy)-borohydride), C(C)(=O)O (acetic acid), C1CCC2C(NC=3C=C4C(=CC3C21)CCC4=O)=O (1,2,3,3a,7,8,9,10b-octahydro-dicyclo-penta[c,g]quinoline-4,7-dione), ClC=1C=C(CN)C=CC1 (3-chlorobenzylamine), C(C)(=O)O[BH-](OC(C)=O)OC(C)=O.[Na+] (sodium (triacetoxy)borohydride), C(C)(=O)O (acetic acid). The solvent is C(C)(=O)OCC (ethyl acetate), ClCCCl (1,2-dichloroethane), C1CCOC1 (THF). Reaction conditions: time 24 hour. The product is ClC=1C=C(CNC2CCC3=CC=4C5C(C(NC4C=C32)=O)CCC5)C=CC1 (7-(3-chlorobenzylamino)-1,2,3,3a,7,8,9,10b-octahydro-dicyclopenta[c,g]quinolin-4-one). Isolated yield 59.1%. Reaction SMILES: [CH2:1]1[CH:13]2[CH:4]([C:5](=[O:18])[NH:6][C:7]3[CH:8]=[C:9]4[C:16](=O)[CH2:15][CH2:14][C:10]4=[CH:11][C:12]=32)[CH2:3][CH2:2]1.[Cl:19][C:20]1[CH:21]=[C:22]([CH:25]=[CH:26][CH:27]=1)[CH2:23][NH2:24].C(O[BH-](OC(=O)C)OC(=O)C)(=O)C.[Na+].C(O)(=O)C>ClCCCl.C1COCC1.C(OCC)(=O)C>[Cl:19][C:20]1[CH:21]=[C:22]([CH:25]=[CH:26][CH:27]=1)[CH2:23][NH:24][CH:16]1[C:9]2[C:10](=[CH:11][C:12]3[CH:13]4[CH2:1][CH2:2][CH2:3][CH:4]4[C:5](=[O:18])[NH:6][C:7]=3[CH:8]=2)[CH2:14][CH2:15]1 |f:2.3|. Procedure details: A solution of 400 mg (1.66 mmol) of 1,2,3,3a,7,8,9,10b-octahydro-dicyclo-penta[c,g]quinoline-4,7-dione in 50 ml of 1,2-dichloroethane and 50 ml of THF is mixed with 0.22 ml (1.82 mmol) of 3-chlorobenzylamine, 526 mg (2.49 mmol) of sodium (triacetoxy)borohydride and 0.01 ml (0.17 mmol) of acetic acid. After 24 hours at room temperature, 0.44 ml (3.6 mmol) of 3-chlorobenzylamine, 1.05 g (5.0 mmol) of sodium(triacetoxy)-borohydride and 0.02 ml (0.34 mmol) of acetic acid are added to it and stirred ... Starting materials: [Al+3], C1CCOC1, [H-], [H-], [H-], [H-], [H][H], [Li+], COCCNC(=O)c1cc(Oc2ccc(Nc3cc(-c4ccccc4)nc(N)n3)cc2)ccn1. Yields the product COCCNCc1cc(Oc2ccc(Nc3cc(-c4ccccc4)nc(N)n3)cc2)ccn1. RXN SMILES: [Al+3:36].[CH2:43]1[O:44][CH2:45][CH2:46][CH2:47]1.[H-:35].[H-:38].[H-:39].[H-:40].[H:41][H:42].[Li+:37].[NH2:1][c:2]1[n:3][c:4](-[c:29]2[cH:30][cH:31][cH:32][cH:33][cH:34]2)[cH:5][c:6]([NH:8][c:9]2[cH:10][cH:11][c:12]([O:13][c:14]3[cH:15][c:16]([C:20](=[O:21])[NH:22][CH2:23][CH2:24][O:25][CH3:26])[n:17][cH:18][cH:19]3)[cH:27][cH:28]2)[n:7]1>>[NH2:1][c:2]1[n:3][c:4](-[c:29]2[cH:30][cH:31][cH:32][cH:33][cH:34]2)[cH:5][c:6]([NH:8][c:9]2[cH:10][cH:11][c:12]([O:13][c:14]3[cH:15][c:16]([CH2:20][NH:22][CH2:23][CH2:24][O:25][CH3:26])[n:17][cH:18][cH:19]3)[cH:27][cH:28]2)[n:7]1.